This data is from the Open Reaction Database (ORD), a public repository of structured organic reaction records. The task is: describe an organic reaction: reactants, conditions, products, and yield Starting materials: B, CSC, C1CCOC1, O=C(O)C1CC(O)CN1C(=O)OCC1c2ccccc2-c2ccccc21. The product is O=C(OCC1c2ccccc2-c2ccccc21)N1CC(O)CC1CO. As a reaction SMILES: [BH3:30].[CH3:27][S:28][CH3:29].[O:31]1[CH2:32][CH2:33][CH2:34][CH2:35]1.[cH:1]1[cH:2][cH:3][cH:4][c:5]2[c:13]1[CH:12]([CH2:14][O:15][C:16](=[O:17])[N:18]1[CH:19]([C:24](=[O:25])[OH:26])[CH2:20][CH:21]([OH:23])[CH2:22]1)[c:11]1[c:6]-2[cH:7][cH:8][cH:9][cH:10]1>>[cH:1]1[cH:2][cH:3][cH:4][c:5]2[c:13]1[CH:12]([CH2:14][O:15][C:16](=[O:17])[N:18]1[CH:19]([CH2:24][OH:25])[CH2:20][CH:21]([OH:23])[CH2:22]1)[c:11]1[c:6]-2[cH:7][cH:8][cH:9][cH:10]1. The reactants are CCOC(=O)CC1(NC(=O)Nc2ccc(C)cc2)C(=O)Nc2ccccc21, CCO, [K+], [OH-], O. Product: Cc1ccc(NC(=O)NC2(CC(=O)O)C(=O)Nc3ccccc32)cc1. Reaction SMILES: [CH2:3]([CH3:4])[O:5][C:6](=[O:7])[CH2:8][C:9]1([NH:19][C:20](=[O:21])[NH:22][c:23]2[cH:24][cH:25][c:26]([CH3:29])[cH:27][cH:28]2)[C:10](=[O:18])[NH:11][c:12]2[cH:13][cH:14][cH:15][cH:16][c:17]21.[CH3:31][CH2:32][OH:33].[K+:2].[OH-:1].[OH2:30]>>[O:5]=[C:6]([OH:7])[CH2:8][C:9]1([NH:19][C:20](=[O:21])[NH:22][c:23]2[cH:24][cH:25][c:26]([CH3:29])[cH:27][cH:28]2)[C:10](=[O:18])[NH:11][c:12]2[cH:13][cH:14][cH:15][cH:16][c:17]21.